This data is from the Open Reaction Database (ORD), a public repository of structured organic reaction records. The task is: describe an organic reaction: reactants, conditions, products, and yield Reactants: CON1CCC(CC1)C=O (1-Methoxy-piperidine-4-carbaldehyde), [C-]#N.[K+] (KCN), [NH4+].[Cl-] (NH4Cl). The solvent is O (H2O), N.O (NH3.H2O). Conditions: time 12 hour. The product is NC(C#N)C1CCN(CC1)OC (amino-(1-methoxy-piperidin-4-yl)-acetonitrile). As a reaction SMILES: [CH3:1][O:2][N:3]1[CH2:8][CH2:7][CH:6]([CH:9]=O)[CH2:5][CH2:4]1.[C-:11]#[N:12].[K+].[NH4+:14].[Cl-]>O.N.O>[NH2:14][CH:9]([CH:6]1[CH2:7][CH2:8][N:3]([O:2][CH3:1])[CH2:4][CH2:5]1)[C:11]#[N:12] |f:1.2,3.4,6.7|. Reported procedure: 1-Methoxy-piperidine-4-carbaldehyde (2.86 g, 20 mmol) was added to a mixture of KCN (1.95 g, 30 mmol) and NH4Cl (2.2 g, 41 mmol) in H2O (20 ml) and NH3.H2O (20 ml). The mixture was stirred at room temperature for 12 h and then was extracted with CH2Cl2 (5×50 ml). The combined organic layers were dried with Na2SO4, filtered and evaporated under reduced pressure. The residue was purified by chromatography on silica gel. Yield: 2.0 g of amino-(1-methoxy-piperidin-4-yl)-acetonitrile as an oil. Reactants: C(C)OC=1C=CC(=C(C1)O)F (5-ethoxy-2-fluoro-phenol), O (water), C(C)(C)(C)[Si](Cl)(C)C (t-butyl dimethylchlorsilane), N1C=NC=C1 (imidazole). Solvent: CC(=O)N(C)C (DMA). Reaction conditions: time 4 hour. The product is C(C)(C)(C)[Si](C)(C)OC1=C(C=CC(=C1)OCC)F (tert-butyl-(5-ethoxy-2-fluoro-phenoxy)-dimethyl-silane). Isolated yield 97.1%. RXN SMILES: [CH2:1]([O:3][C:4]1[CH:5]=[CH:6][C:7]([F:11])=[C:8]([OH:10])[CH:9]=1)[CH3:2].[C:12]([Si:16]([CH3:19])([CH3:18])Cl)([CH3:15])([CH3:14])[CH3:13].N1C=CN=C1.O>CC(N(C)C)=O>[C:12]([Si:16]([O:10][C:8]1[CH:9]=[C:4]([O:3][CH2:1][CH3:2])[CH:5]=[CH:6][C:7]=1[F:11])([CH3:19])[CH3:18])([CH3:15])([CH3:14])[CH3:13]. Reported procedure: To a solution of 75.5 g 5-ethoxy-2-fluoro-phenol described in example 1.1 in 250 ml DMA were added 80.2 g t-butyl dimethylchlorsilane and 36.2 g imidazole at 0° C. The reaction mixture was warmed to r.t. After 4 hrs, 400 ml water were added. The mixture was extracted with hexane. The organic layer was washed with water, 10% Na2CO3 solution, water and brine, dried over MgSO4, filtrated and concentrated to give 127.0 g tert-butyl-(5-ethoxy-2-fluoro-phenoxy)-dimethyl-silane as light brown liquid wh... Starting materials: BrC(Br)(Br)Br, O=Cc1ccc(OCc2ccccc2)cc1, ClCCl, c1ccc(P(c2ccccc2)c2ccccc2)cc1. Yields the product BrC(Br)=Cc1ccc(OCc2ccccc2)cc1. As a reaction SMILES: [C:1]([Br:2])([Br:3])([Br:4])[Br:5].[CH2:25]([c:26]1[cH:27][cH:28][cH:29][cH:30][cH:31]1)[O:32][c:33]1[cH:34][cH:35][c:36]([CH:37]=[O:38])[cH:39][cH:40]1.[Cl:41][CH2:42][Cl:43].[c:6]1([P:7]([c:8]2[cH:9][cH:10][cH:11][cH:12][cH:13]2)[c:14]2[cH:15][cH:16][cH:17][cH:18][cH:19]2)[cH:20][cH:21][cH:22][cH:23][cH:24]1>>[C:1]([Br:2])([Br:5])=[CH:37][c:36]1[cH:35][cH:34][c:33]([O:32][CH2:25][c:26]2[cH:27][cH:28][cH:29][cH:30][cH:31]2)[cH:40][cH:39]1. Reactants: CC(C)(C#N)c1cccc(C(=O)O)c1, CCOC(C)=O, CN(C)C=O, CC(C)OC(C)C, O=C(Cl)C(=O)Cl, Cl, Cc1ccc(Oc2ccc3nc(NC(=O)C4CC4)cn3n2)cc1N, C1CCOC1. Yields the product Cc1ccc(Oc2ccc3nc(NC(=O)C4CC4)cn3n2)cc1NC(=O)c1cccc(C(C)(C)C#N)c1. RXN SMILES: [C:1](#[N:2])[C:3]([CH3:4])([CH3:5])[c:6]1[cH:7][c:8]([C:9](=[O:10])[OH:11])[cH:12][cH:13][cH:14]1.[CH3:58][CH2:59][O:60][C:61](=[O:62])[CH3:63].[CH3:64][N:65]([CH3:66])[CH:67]=[O:68].[CH:45]([O:46][CH:47]([CH3:48])[CH3:49])([CH3:50])[CH3:51].[Cl:15][C:16]([C:17]([Cl:18])=[O:19])=[O:20].[ClH:57].[NH2:21][c:22]1[cH:23][c:24]([O:25][c:26]2[cH:27][cH:28][c:29]3[n:30]([n:31]2)[cH:32][c:33]([NH:35][C:36](=[O:37])[CH:38]2[CH2:39][CH2:40]2)[n:34]3)[cH:41][cH:42][c:43]1[CH3:44].[O:52]1[CH2:53][CH2:54][CH2:55][CH2:56]1>>[C:1](#[N:2])[C:3]([CH3:4])([CH3:5])[c:6]1[cH:7][c:8]([C:9](=[O:11])[NH:21][c:22]2[cH:23][c:24]([O:25][c:26]3[cH:27][cH:28][c:29]4[n:30]([n:31]3)[cH:32][c:33]([NH:35][C:36](=[O:37])[CH:38]3[CH2:39][CH2:40]3)[n:34]4)[cH:41][cH:42][c:43]2[CH3:44])[cH:12][cH:13][cH:14]1. Starting materials: O=C(O)C(Cc1ccccc1)n1ncc(Oc2c(F)cccc2F)cc1=O, CC(C)(O)Cn1ccc(N)n1. The product is CC(C)(O)Cn1ccc(NC(=O)C(Cc2ccccc2)n2ncc(Oc3c(F)cccc3F)cc2=O)n1. As a reaction SMILES: [F:1][c:2]1[c:3]([O:4][c:5]2[cH:6][n:7][n:8]([CH:12]([C:13](=[O:14])[OH:15])[CH2:16][c:17]3[cH:18][cH:19][cH:20][cH:21][cH:22]3)[c:9](=[O:11])[cH:10]2)[c:23]([F:27])[cH:24][cH:25][cH:26]1.[NH2:28][c:29]1[n:30][n:31]([CH2:34][C:35]([CH3:36])([OH:37])[CH3:38])[cH:32][cH:33]1>>[F:1][c:2]1[c:3]([O:4][c:5]2[cH:6][n:7][n:8]([CH:12]([C:13](=[O:14])[NH:28][c:29]3[n:30][n:31]([CH2:34][C:35]([CH3:36])([OH:37])[CH3:38])[cH:32][cH:33]3)[CH2:16][c:17]3[cH:18][cH:19][cH:20][cH:21][cH:22]3)[c:9](=[O:11])[cH:10]2)[c:23]([F:27])[cH:24][cH:25][cH:26]1. Starting materials: Cl (HCl), CCN(C(C)C)C(C)C (DIPEA), activated acid, amine, C1=CN(C=N1)C(=O)N2C=CN=C2 (CDI), N1C(=NCC1)C1=CC=C(C=C1)CCNC (2-[4-(4,5-dihydro-1H-imidazol-2-yl)phenyl]-N-methylethanamine), ClC1=CC(=C(C=C1C)S(=O)(=O)N(C)CC1=CC(=CO1)C(=O)O)C (5-({[(4-chloro-2,5-dimethylphenyl)sulfonyl](methyl)amino}methyl)furan-3-carboxylic acid). Solvent: CN(C)C=O (DMF), CN(C)C=O (DMF). The product is ClC1=CC(=C(C=C1C)S(=O)(=O)N(C)CC1=CC(=CO1)C(=O)N(C)CCC1=CC=C(C=C1)C=1NCCN1)C (5-({[(4-chloro-2,5-dimethylphenyl)sulfonyl](methyl)amino}methyl)-N-{2-[4-(4,5-dihydro-1H-imidazol-2-yl)phenyl]ethyl}-N-methylfuran-3-carboxamide). RXN SMILES: [Cl:1][C:2]1[C:7]([CH3:8])=[CH:6][C:5]([S:9]([N:12]([CH2:14][C:15]2[O:19][CH:18]=[C:17]([C:20]([OH:22])=O)[CH:16]=2)[CH3:13])(=[O:11])=[O:10])=[C:4]([CH3:23])[CH:3]=1.C1N=CN(C(N2C=NC=C2)=O)C=1.[NH:36]1[CH2:40][CH2:39][N:38]=[C:37]1[C:41]1[CH:46]=[CH:45][C:44]([CH2:47][CH2:48][NH:49][CH3:50])=[CH:43][CH:42]=1.Cl.CCN(C(C)C)C(C)C>CN(C=O)C>[Cl:1][C:2]1[C:7]([CH3:8])=[CH:6][C:5]([S:9]([N:12]([CH2:14][C:15]2[O:19][CH:18]=[C:17]([C:20]([N:49]([CH2:48][CH2:47][C:44]3[CH:43]=[CH:42][C:41]([C:37]4[NH:38][CH2:39][CH2:40][N:36]=4)=[CH:46][CH:45]=3)[CH3:50])=[O:22])[CH:16]=2)[CH3:13])(=[O:11])=[O:10])=[C:4]([CH3:23])[CH:3]=1. Procedure: 5-({[(4-chloro-2,5-dimethylphenyl)sulfonyl](methyl)amino}methyl)furan-3-carboxylic acid (30 mg, 0.08 mmol) was dissolved in DMF (1 mL) and CDI (20 mg, 0.12 mmol) was added. The mixture was stirred until acid activation was complete. 2-[4-(4,5-dihydro-1H-imidazol-2-yl)phenyl]-N-methylethanamine.HCl (19 mg, 0.08 mmol) and DIPEA (0.042 mL, 0.24 mmol) were sonicated in DMF (1 mL) for 15 min, 0.5 mL of activated acid solution was added to 0.25 mL of amine solution and the reaction was microwaved (120... Reactants: ClCCl, O=C(OO)c1cccc(Cl)c1, CC(C)Sc1cnc(Cl)c(Cl)c1. Product: CC(C)S(=O)c1cnc(Cl)c(Cl)c1. RXN SMILES: [CH2:24]([Cl:25])[Cl:26].[Cl:13][c:14]1[cH:15][cH:16][cH:17][c:18]([C:19]([O:20][OH:22])=[O:21])[cH:23]1.[Cl:1][c:2]1[n:3][cH:4][c:5]([S:9][CH:10]([CH3:11])[CH3:12])[cH:6][c:7]1[Cl:8]>>[Cl:1][c:2]1[n:3][cH:4][c:5]([S:9]([CH:10]([CH3:11])[CH3:12])=[O:21])[cH:6][c:7]1[Cl:8].